Task: describe an organic reaction: reactants, conditions, products, and yield. Dataset: the Open Reaction Database (ORD), a public repository of structured organic reaction records The reactants are solid, ClC1=CC(=C(C=C1)C1=NC2=C(N1CC1=CC=C(C=C1)CCC(=O)O)C=C(C(=C2)F)F)OCC2CCCC2 (3-{4-[2-(4-Chloro-2-cyclopentylmethoxy-phenyl)-5,6-difluoro-benzoimidazol-1-ylmethyl]-phenyl}-propionic acid), C1(CCCCC1)CN1C(=NC2=C1C=C(C(=C2)F)F)C2=C(C=CC=C2)OCC2=C(C=C(C=C2)C2=NN=NN2)F (1-Cyclohexylmethyl-5,6-difluoro-2-{2-[2-fluoro-4-(1H-tetrazol-5-yl)-benzyloxy]-phenyl}-1H-benzoimidazole), C1(CCCCC1)CN1C(=NC2=C1C=C(C(=C2)F)F)C2=C(C=CC=C2)OCC2=C(C=C(C=C2)C2=NN=NN2)F (1-Cyclohexylmethyl-5,6-difluoro-2-{2-[2-fluoro-4-(1H-tetrazol-5-yl)-benzyloxy]-phenyl}-1H-benzoimidazole), BrCC1=C(C=C(C#N)C=C1)F (4-bromomethyl-3-fluoro-benzonitrile). Yields the product ClC1=CC(=C(C=C1)C1=NC2=C(N1CC1=C(C=C(C#N)C=C1)F)C=CC=C2)OC (4-[2-(4-Chloro-2-methoxy-phenyl)-benzoimidazol-1-ylmethyl]-3-fluoro-benzonitrile). As a reaction SMILES: [Cl:1][C:2]1[CH:7]=[CH:6][C:5]([C:8]2[N:12](CC3C=CC(CCC(O)=O)=CC=3)[C:11]3[CH:25]=[C:26](F)[C:27](F)=[CH:28][C:10]=3[N:9]=2)=[C:4]([O:31][CH2:32]C2CCCC2)[CH:3]=1.C1(CN2C3C=C(F)C(F)=CC=3N=C2C2C=CC=CC=2OCC2C=CC(C3NN=NN=3)=CC=2F)CCCCC1.Br[CH2:77][C:78]1[CH:85]=[CH:84][C:81]([C:82]#[N:83])=[CH:80][C:79]=1[F:86]>>[Cl:1][C:2]1[CH:7]=[CH:6][C:5]([C:8]2[N:9]([CH2:77][C:78]3[CH:85]=[CH:84][C:81]([C:82]#[N:83])=[CH:80][C:79]=3[F:86])[C:10]3[CH:28]=[CH:27][CH:26]=[CH:25][C:11]=3[N:12]=2)=[C:4]([O:31][CH3:32])[CH:3]=1. Procedure details: The title compound was prepared in analogy to Example 19, intermediate b, from 2-(4-chloro-2-methoxy-phenyl)-1H-benzoimidazole (Example 39, intermediate d) and 4-bromomethyl-3-fluoro-benzonitrile (CAS Reg. No. 105942-09-4). Yellow solid (18%). MS (Turbo Spray): m/z=392.4 (M+H). Starting materials: COC1=NC=C(C(=C1)B(O)O)OC (2,5-dimethoxypyridin-4-ylboronic acid), BrC1=C(C=CC(=C1)Cl)[N+](=O)[O-] (2-bromo-4-chloro-1-nitrobenzene). Reagents/catalysts: CC(C)C1=CC(=C(C(=C1)C(C)C)C2=CC=CC=C2P(C3CCCCC3)C4CCCCC4)C(C)C.C1=CC=C([C-]=C1)CCN.Cl[Pd+] (XPhos precatalyst). Product: ClC=1C=CC(=C(C1)C1=CC(=NC=C1OC)OC)[N+](=O)[O-] (4-(5-Chloro-2-nitrophenyl)-2,5-dimethoxypyridine). Reaction SMILES: [CH3:1][O:2][C:3]1[CH:8]=[C:7](B(O)O)[C:6]([O:12][CH3:13])=[CH:5][N:4]=1.Br[C:15]1[CH:20]=[C:19]([Cl:21])[CH:18]=[CH:17][C:16]=1[N+:22]([O-:24])=[O:23]>CC(C1C=C(C(C)C)C(C2C(P(C3CCCCC3)C3CCCCC3)=CC=CC=2)=C(C(C)C)C=1)C.C1C=[C-]C(CCN)=CC=1.Cl[Pd+]>[Cl:21][C:19]1[CH:18]=[CH:17][C:16]([N+:22]([O-:24])=[O:23])=[C:15]([C:7]2[C:6]([O:12][CH3:13])=[CH:5][N:4]=[C:3]([O:2][CH3:1])[CH:8]=2)[CH:20]=1 |f:2.3.4|. Reported procedure: 215 mg (purity 85%, 1.0 mmol) of 2,5-dimethoxypyridin-4-ylboronic acid and 236 mg (1.0 mmol) of 2-bromo-4-chloro-1-nitrobenzene in the presence of XPhos precatalyst were reacted according to General Method 2B. Yield: 124 mg (purity 93%, 39% of theory) Reactants: CC1(C=2N=C3CCCC(C3=NC2C(CC1)(C)C)=O)C (1,2,3,4,6,7,8,9-octahydro-6,6,9,9-tetramethylphenazin-1-one), COC(=O)C1=CC=C(C=C1)C=O (methyl terephthalaldehydate), [OH-].[Na+] (sodium hydroxide). The solvent is CO (methanol). Conditions: time 8 hour. Yields the product CC1(C=2N=C3CCC(C(C3=NC2C(CC1)(C)C)=O)C(C1=CC=C(C(=O)OC)C=C1)O)C (methyl 4-[(3,4,6,7,8,9-hexahydro-6,6,9,9-tetramethyl-1(2H)-phenazinon-2-yl)hydroxymethyl]benzoate). Isolated yield 64.8%. RXN SMILES: [CH3:1][C:2]1([CH3:19])[CH2:15][CH2:14][C:13]([CH3:17])([CH3:16])[C:12]2[N:11]=[C:10]3[C:5]([CH2:6][CH2:7][CH2:8][C:9]3=[O:18])=[N:4][C:3]1=2.[CH3:20][O:21][C:22]([C:24]1[CH:29]=[CH:28][C:27]([CH:30]=[O:31])=[CH:26][CH:25]=1)=[O:23].[OH-].[Na+]>CO>[CH3:1][C:2]1([CH3:19])[CH2:15][CH2:14][C:13]([CH3:17])([CH3:16])[C:12]2[N:11]=[C:10]3[C:5]([CH2:6][CH2:7][CH:8]([CH:30]([OH:31])[C:27]4[CH:26]=[CH:25][C:24]([C:22]([O:21][CH3:20])=[O:23])=[CH:29][CH:28]=4)[C:9]3=[O:18])=[N:4][C:3]1=2 |f:2.3|. Procedure: 0.5 g of 1,2,3,4,6,7,8,9-octahydro-6,6,9,9-tetramethylphenazin-1-one and 0.38 g of methyl terephthalaldehydate were dissolved in 15 ml of methanol, followed by the addition of a small amount of sodium hydroxide. The obtained mixture was stirred overnight to precipitate crystals. The crystals were recovered by filtration, washed with a small amount of methanol and dried in a vacuum to give 0.53 g of the title compound as a white solid. Starting materials: [C@@H]([C@H](C(=O)[O-])O)(C(=O)[O-])O.[Na+].[K+] (Rochelle's salt), ClC1=C(C(=CC=C1)Cl)SCC1=NOC(=C1C(=O)OC)C(C)C (methyl 3-{[(2,6-dichlorophenyl)thio]methyl}-5-(1-methylethyl)-4-isoxazolecarboxylate), solution, [H-].C(C(C)C)[Al+]CC(C)C (diisobutylaluminum hydride), C1(=CC=CC=C1)C (toluene). The solvent is CO (methanol), O1CCCC1 (tetrahydrofuran), C(C)(=O)OCC (ethyl acetate). Reaction conditions: time 8 hour. Yields the product ClC1=C(C(=CC=C1)Cl)SCC1=NOC(=C1CO)C(C)C ([3-{[(2,6-dichlorophenyl)thio]methyl}-5-(1-methylethyl)-4-isoxazolyl]methanol). Isolated yield 92.4%. RXN SMILES: [Cl:1][C:2]1[CH:7]=[CH:6][CH:5]=[C:4]([Cl:8])[C:3]=1[S:9][CH2:10][C:11]1[C:15]([C:16](OC)=[O:17])=[C:14]([CH:20]([CH3:22])[CH3:21])[O:13][N:12]=1.[H-].C([Al+]CC(C)C)C(C)C.C1(C)C=CC=CC=1.[C@H](O)(C([O-])=O)[C@@H](O)C([O-])=O.[Na+].[K+]>O1CCCC1.C(OCC)(=O)C.CO>[Cl:8][C:4]1[CH:5]=[CH:6][CH:7]=[C:2]([Cl:1])[C:3]=1[S:9][CH2:10][C:11]1[C:15]([CH2:16][OH:17])=[C:14]([CH:20]([CH3:22])[CH3:21])[O:13][N:12]=1 |f:1.2,4.5.6|. Reported procedure: To a solution of methyl 3-{[(2,6-dichlorophenyl)thio]methyl}-5-(1-methylethyl)-4-isoxazolecarboxylate (50 mg, 0.14 mmol) in tetrahydrofuran (0.5 mL) at 0° C. was slowly added a 1.5 M solution of diisobutylaluminum hydride in toluene (0.46 mL, 0.69 mmol). The solution was allowed to warm slowly to ambient temperature and stir overnight. The next day the solution was cooled to 0° C. and methanol (approximately 0.25 mL) was added followed by aqueous Rochelle's salt (approximately 3 mL). The mixture... The reactants are C(=O)=O (carbon dioxide), CCCCCC (hexane), [Li]CCCC (BuLi), BrC1=NC(=CC(=C1)N(CC1=CC=CC=C1)C)OC1=CC(=CC=C1)C(F)(F)F (2-bromo-4-{methyl(phenylmethyl)amino}-6-{3-(trifluoromethyl)phenoxy} pyridine). The solvent is C(C)OCC (diethyl ether). Conditions: time 10 minute. Yields the product CN(C1=CC(=NC(=C1)OC1=CC(=CC=C1)C(F)(F)F)C(=O)O)CC1=CC=CC=C1 (4-{methyl(phenylmethyl)amino}-6-{3-(trifluoromethyl)phenoxy}-2-pyridine carboxylic acid). Reaction SMILES: Br[C:2]1[CH:7]=[C:6]([N:8]([CH3:16])[CH2:9][C:10]2[CH:15]=[CH:14][CH:13]=[CH:12][CH:11]=2)[CH:5]=[C:4]([O:17][C:18]2[CH:23]=[CH:22][CH:21]=[C:20]([C:24]([F:27])([F:26])[F:25])[CH:19]=2)[N:3]=1.CCCCCC.[Li]CCCC.[C:39](=[O:41])=[O:40]>C(OCC)C>[CH3:16][N:8]([CH2:9][C:10]1[CH:15]=[CH:14][CH:13]=[CH:12][CH:11]=1)[C:6]1[CH:5]=[C:4]([O:17][C:18]2[CH:23]=[CH:22][CH:21]=[C:20]([C:24]([F:27])([F:26])[F:25])[CH:19]=2)[N:3]=[C:2]([C:39]([OH:41])=[O:40])[CH:7]=1. Procedure details: 2.00 g (0.0046 mol) of 2-bromo-4-{methyl(phenylmethyl)amino}-6-{3-(trifluoromethyl)phenoxy} pyridine was dissolved in about 100 ml of diethyl ether. While cooling the obtained suspension in a dry ice-acetone bath in an argon atmosphere, 2.2 ml of a 1.6M-hexane solution of BuLi (0.0023×1.5 mol) was added thereto, followed by stirring the suspension for about 10 minutes. After an interior of reactor was replaced with carbon dioxide gas, the reaction solution was removed from the bath and stirred a...